This data is from the Open Reaction Database (ORD), a public repository of structured organic reaction records. The task is: describe an organic reaction: reactants, conditions, products, and yield Reactants: BrC(C1=CC=CC=C1)C1=CC=CC=C1 (bromodiphenylmethane), N1CC(C(=O)N)CCC1 (nipecotamide), C(=O)([O-])[O-].[K+].[K+] (K2CO3). Run in CS(=O)C (DMSO), CC#N (CH3CN), CS(=O)C (DMSO). Product: C1(=CC=CC=C1)C(N1CC(CCC1)C(=O)N)C1=CC=CC=C1 (1-diphenylmethylpiperidin-3-carboxamide). As a reaction SMILES: Br[CH:2]([C:9]1[CH:14]=[CH:13][CH:12]=[CH:11][CH:10]=1)[C:3]1[CH:8]=[CH:7][CH:6]=[CH:5][CH:4]=1.[NH:15]1[CH2:23][CH2:22][CH2:21][CH:17]([C:18]([NH2:20])=[O:19])[CH2:16]1.C([O-])([O-])=O.[K+].[K+]>CS(C)=O.CC#N>[C:3]1([CH:2]([C:9]2[CH:14]=[CH:13][CH:12]=[CH:11][CH:10]=2)[N:15]2[CH2:23][CH2:22][CH2:21][CH:17]([C:18]([NH2:20])=[O:19])[CH2:16]2)[CH:8]=[CH:7][CH:6]=[CH:5][CH:4]=1 |f:2.3.4|. Procedure: Step 1): A solution of bromodiphenylmethane (48.2 g, 195 mmol) in DMSO (30 ml) was added dropwise to a solution of nipecotamide (25 g, 195 mmol) and K2CO3 (27 g, 195 mmol) in CH3CN (100 ml) and DMSO (50 ml) under stirring and cooling in an ice-bath for 1 hour. After the addition was complete, the mixture was stirred overnight at room temperature. The insoluble precipitates were filtered off and then the filtrate was evaporated. To the residue was added H2O and AcOEt, and agitated. The organic la... Starting materials: ClC=1C=C(C=CC1)C1=C(C(N(C2=NC(=CC=C12)C)CC)=O)CCCC(=O)O (4-[4-(3-chlorophenyl)-1-ethyl-7-methyl-2-oxo-1,2-dihydro-1,8-naphthyridin-3-yl]butanoic acid), C(C(=O)Cl)(=O)Cl (oxalyl chloride), N (ammonia), ice. Reagents/catalysts: CN(C)C=O (DMF). Solvent: C1CCOC1 (THF), C1CCOC1 (THF). Product: ClC=1C=C(C=CC1)C1=C(C(N(C2=NC(=CC=C12)C)CC)=O)CCCC(=O)N (4-[4-(3-chlorophenyl)-1-ethyl-7-methyl-2-oxo-1,2-dihydro-1,8-naphthyridin-3-yl]butanamide). As a reaction SMILES: [Cl:1][C:2]1[CH:3]=[C:4]([C:8]2[C:17]3[C:12](=[N:13][C:14]([CH3:18])=[CH:15][CH:16]=3)[N:11]([CH2:19][CH3:20])[C:10](=[O:21])[C:9]=2[CH2:22][CH2:23][CH2:24][C:25]([OH:27])=O)[CH:5]=[CH:6][CH:7]=1.C(Cl)(=O)C(Cl)=O.[NH3:34]>CN(C=O)C.C1COCC1>[Cl:1][C:2]1[CH:3]=[C:4]([C:8]2[C:17]3[C:12](=[N:13][C:14]([CH3:18])=[CH:15][CH:16]=3)[N:11]([CH2:19][CH3:20])[C:10](=[O:21])[C:9]=2[CH2:22][CH2:23][CH2:24][C:25]([NH2:34])=[O:27])[CH:5]=[CH:6][CH:7]=1. Procedure details: To a THF solution of 4-[4-(3-chlorophenyl)-1-ethyl-7-methyl-2-oxo-1,2-dihydro-1,8-naphthyridin-3-yl]butanoic acid were added oxalyl chloride and one drop of DMF, followed by stirring at room temperature. The reaction mixture was added dropwise to an ice-cooled THF solution of concentrated aqueous ammonia and then, the whole was stirred for 30 minutes. Thereafter, the reaction mixture was worked up and purified in a usual manner to obtain 4-[4-(3-chlorophenyl)-1-ethyl-7-methyl-2-oxo-1,2-dihydro-1... Reactants: [Ag+2], O=C(c1ccccc1)C(O)(CO)C(O)(C(=O)c1ccccc1)C(O)(C(=O)Br)C(=O)c1ccccc1, O=C([O-])[O-], CC(C)=O, O. Product: O=CC(O)(C(=O)c1ccccc1)C(O)(C(=O)c1ccccc1)C(O)(CO)C(=O)c1ccccc1. As a reaction SMILES: [Ag+2:45].[Br:1][C:2](=[O:3])[C:4]([OH:5])([C:6]([OH:7])([C:8]([OH:9])([CH2:10][OH:11])[C:12]([c:13]1[cH:14][cH:15][cH:16][cH:17][cH:18]1)=[O:19])[C:20]([c:21]1[cH:22][cH:23][cH:24][cH:25][cH:26]1)=[O:27])[C:28]([c:29]1[cH:30][cH:31][cH:32][cH:33][cH:34]1)=[O:35].[C:41](=[O:42])([O-:43])[O-:44].[CH3:37][C:38](=[O:39])[CH3:40].[OH2:36]>>[CH:2](=[O:3])[C:4]([OH:5])([C:6]([OH:7])([C:8]([OH:9])([CH2:10][OH:11])[C:12]([c:13]1[cH:14][cH:15][cH:16][cH:17][cH:18]1)=[O:19])[C:20]([c:21]1[cH:22][cH:23][cH:24][cH:25][cH:26]1)=[O:27])[C:28]([c:29]1[cH:30][cH:31][cH:32][cH:33][cH:34]1)=[O:35]. Starting materials: C(C)OC(=O)N1CC(CC1)CC1=CNC2=CC=C(C=C12)C#N (3-[(1-Ethoxycarbonylpyrrolidin-3-yl)methyl]-5-cyanoindole), [OH-].[Na+] (sodium hydroxide), [H-].[Al+3].[Li+].[H-].[H-].[H-] (lithium aluminum hydride), O (water). Run in O1CCCC1 (tetrahydrofuran), O1CCCC1 (tetrahydrofuran). Reaction conditions: temperature 20 celsius. Product: CN1CC(CC1)CC1=CNC2=CC=C(C=C12)CN (3-[(1-Methylpyrrolidin-3-yl)methyl]-5-aminomethylindole). Yield: 72.0%. Reaction SMILES: [H-].[Al+3].[Li+].[H-].[H-].[H-].C(O[C:10]([N:12]1[CH2:16][CH2:15][CH:14]([CH2:17][C:18]2[C:26]3[C:21](=[CH:22][CH:23]=[C:24]([C:27]#[N:28])[CH:25]=3)[NH:20][CH:19]=2)[CH2:13]1)=O)C.O.[OH-].[Na+]>O1CCCC1>[CH3:10][N:12]1[CH2:16][CH2:15][CH:14]([CH2:17][C:18]2[C:26]3[C:21](=[CH:22][CH:23]=[C:24]([CH2:27][NH2:28])[CH:25]=3)[NH:20][CH:19]=2)[CH2:13]1 |f:0.1.2.3.4.5,8.9|. Reported procedure: A suspension containing 158 mmol of lithium aluminum hydride in 150 ml of tetrahydrofuran is added at 20° C. to 15.8 mmol of the compound of Example 20 in 50 ml of tetrahydrofuran. The combined mixture is maintained for 9 hours at 20° C. and then hydrolyzed with 30 ml of water and 12 ml of 10% sodium hydroxide solution. After filtration and evaporation, the expected product is obtained in the form of an oil. As a reaction SMILES: [ClH:16].[OH2:23].[S:1]([NH2:2])(=[O:3])(=[O:4])[c:5]1[cH:6][c:7]2[n:8][cH:9][c:10]([O:14][CH3:15])[cH:11][c:12]2[s:13]1.[n:17]1[cH:18][cH:19][cH:20][cH:21][cH:22]1>>[S:1]([NH2:2])(=[O:3])(=[O:4])[c:5]1[cH:6][c:7]2[n:8][cH:9][c:10]([OH:14])[cH:11][c:12]2[s:13]1. Starting materials: Cl, O, COc1cnc2cc(S(N)(=O)=O)sc2c1, c1ccncc1. Yields the product NS(=O)(=O)c1cc2ncc(O)cc2s1. Starting materials: CCOC(=O)c1ccc(-c2cc(NC(=O)C3CCN3C(=O)OC(C)(C)C)ccc2OC(F)(F)F)cc1, CCO, [Na+], [OH-]. Product: CC(C)(C)OC(=O)N1CCC1C(=O)Nc1ccc(OC(F)(F)F)c(-c2ccc(C(=O)O)cc2)c1. Reaction SMILES: [C:1]([CH3:2])([CH3:3])([CH3:4])[O:5][C:6](=[O:7])[N:8]1[CH:9]([C:12]([NH:13][c:14]2[cH:15][c:16](-[c:25]3[cH:26][cH:27][c:28]([C:31](=[O:32])[O:33][CH2:34][CH3:35])[cH:29][cH:30]3)[c:17]([O:20][C:21]([F:22])([F:23])[F:24])[cH:18][cH:19]2)=[O:36])[CH2:10][CH2:11]1.[CH3:37][CH2:38][OH:39].[Na+:41].[OH-:40]>>[C:1]([CH3:2])([CH3:3])([CH3:4])[O:5][C:6](=[O:7])[N:8]1[CH:9]([C:12]([NH:13][c:14]2[cH:15][c:16](-[c:25]3[cH:26][cH:27][c:28]([C:31](=[O:32])[OH:33])[cH:29][cH:30]3)[c:17]([O:20][C:21]([F:22])([F:23])[F:24])[cH:18][cH:19]2)=[O:36])[CH2:10][CH2:11]1. Reactants: CC1(OC[C@@H]2N1C(CC2)=O)C ((R)-3,3-dimethyltetrahydropyrrolo[1,2-c]oxazol-5(3H)-one), [Li+].CC(C)[N-]C(C)C (LDA), IC (iodomethane), [NH4+].[Cl-] (NH4Cl), IC (iodomethane), [Li+].CC(C)[N-]C(C)C (LDA), C1CCOC1.CCCCCCC (THF heptane), C1CCOC1.CCCCCCC (THF heptane). Run in C1CCOC1 (THF). Reaction conditions: time 40 minute. The product is CC1(OC[C@@H]2N1C(C(C2)(C)C)=O)C ((R)-3,3,6,6-tetramethyltetrahydropyrrolo[1,2-c]oxazol-5(3H)-one). RXN SMILES: [CH3:1][C:2]1([CH3:11])[N:6]2[C:7](=[O:10])CC[C@@H]2C[O:3]1.[Li+].[CH3:13]C([N-]C(C)C)C.C1COCC1.CC[CH2:27][CH2:28][CH2:29][CH2:30][CH3:31].IC.[NH4+].[Cl-]>C1COCC1>[CH3:1][C:2]1([CH3:11])[N:6]2[C:7](=[O:10])[C:30]([CH3:31])([CH3:13])[CH2:29][C@@H:28]2[CH2:27][O:3]1 |f:1.2,3.4,6.7|. Procedure details: To a solution of (R)-3,3-dimethyltetrahydropyrrolo[1,2-c]oxazol-5(3H)-one (D34) (1.3 g, 8.37 mmol) in dry THF (120 ml) cooled to −78° C., LDA 2M sol in THF/heptane (6.28 ml, 12.6 mmol) was added. The red solution was stirred at this temperature for 40 min before adding iodomethane (0.78 ml, 12.6 mmol). The reaction mixture was warmed to RT (40 min) then cooled to −78° C. prior addition of LDA 2M sol in THF/heptane (6.28 ml, 12.6 mmol). The mixture was stirred at −78° C. for 1 h before adding iod... Reaction SMILES: [I:1][C:2]1[CH:7]=[C:6]([I:8])[CH:5]=[C:4]([I:9])[C:3]=1[OH:10].C(=O)([O-])[O-].[K+].[K+].[C:17]1([CH:23]([C:27]2[CH:32]=[CH:31][CH:30]=[CH:29][CH:28]=2)[CH2:24][CH2:25]Br)[CH:22]=[CH:21][CH:20]=[CH:19][CH:18]=1.O>CN(C)C=O.C(OCC)(=O)C>[C:17]1([CH:23]([C:27]2[CH:28]=[CH:29][CH:30]=[CH:31][CH:32]=2)[CH2:24][CH2:25][O:10][C:3]2[C:2]([I:1])=[CH:7][C:6]([I:8])=[CH:5][C:4]=2[I:9])[CH:22]=[CH:21][CH:20]=[CH:19][CH:18]=1 |f:1.2.3|. Procedure details: A mixture of 2,4,6-triiodophenol (0.78 g, 1.65 mmol) and potassium carbonate (0.25 g, 1.82 mmol, 1.1 eq) in 5 ml of dimethylformamide was heated at 60° C. for 1 hr, cooled and then 3,3-diphenylpropyl bromide (0.5 g, 1.82 mmol) was added. After stirring for 30 minutes at room temperature the mixture was heated at 60° C. for 24 hrs. The mixture was then cooled, poured into water and the crude product was isolated by ethyl acetate extraction. The product was purified by silica gel chromatography (2... Run in CN(C=O)C (dimethylformamide), C(C)(=O)OCC (ethyl acetate). Yield: 48.2%. Conditions: temperature 60 celsius, time 30 minute. The product is C1(=CC=CC=C1)C(CCOC1=C(C=C(C=C1I)I)I)C1=CC=CC=C1 (3,3-Diphenyl-1-(2,4,6-triiodophenoxy)propane). Reactants: C1(=CC=CC=C1)C(CCBr)C1=CC=CC=C1 (3,3-diphenylpropyl bromide), O (water), IC1=C(C(=CC(=C1)I)I)O (2,4,6-triiodophenol), C([O-])([O-])=O.[K+].[K+] (potassium carbonate). Reactants: O1CCOCC1 (Dioxane), CC1(OB(OC1(C)C)C=1C=CC(=NC1)N)C (5-(4,4,5,5-tetramethyl-1,3,2-dioxaborolan-2-yl)pyridin-2-amine), BrC1=CN=NC=C1 (4-bromopyridazine), [O-]P(=O)([O-])[O-].[K+].[K+].[K+] (K3PO4). The reagents and catalysts are C=1C=CC(=CC1)[P](C=2C=CC=CC2)(C=3C=CC=CC3)[Pd]([P](C=4C=CC=CC4)(C=5C=CC=CC5)C=6C=CC=CC6)([P](C=7C=CC=CC7)(C=8C=CC=CC8)C=9C=CC=CC9)[P](C=1C=CC=CC1)(C=1C=CC=CC1)C=1C=CC=CC1 (Pd(PPh3)4). Solvent: O (water). Run at temperature 96 celsius. Product: N1=NC=C(C=C1)C=1C=CC(=NC1)N (5-(pyridazin-4-yl)pyridin-2-amine). Reaction SMILES: CC1(C)C(C)(C)OB([C:9]2[CH:10]=[CH:11][C:12]([NH2:15])=[N:13][CH:14]=2)O1.Br[C:18]1[CH:23]=[CH:22][N:21]=[N:20][CH:19]=1.[O-]P([O-])([O-])=O.[K+].[K+].[K+].O1CCOCC1>C1C=CC([P]([Pd]([P](C2C=CC=CC=2)(C2C=CC=CC=2)C2C=CC=CC=2)([P](C2C=CC=CC=2)(C2C=CC=CC=2)C2C=CC=CC=2)[P](C2C=CC=CC=2)(C2C=CC=CC=2)C2C=CC=CC=2)(C2C=CC=CC=2)C2C=CC=CC=2)=CC=1.O>[N:20]1[CH:19]=[CH:18][C:23]([C:9]2[CH:10]=[CH:11][C:12]([NH2:15])=[N:13][CH:14]=2)=[CH:22][N:21]=1 |f:2.3.4.5,^1:41,43,62,81|. Procedure: To a reaction tube were added 5-(4,4,5,5-tetramethyl-1,3,2-dioxaborolan-2-yl)pyridin-2-amine (220 mg, 1.00 mmol), 4-bromopyridazine (159 mg, 1.00 mmol), Pd(PPh3)4 (57.7 mg, 0.05 mmol) and K3PO4 (424 mg, 2.00 mmol). The tube was subjected to vacuum and back filled with argon. Dioxane (3.0 ml) and water (0.3 ml) were added and the mixture was heated at 96° C. overnight. After cooled to room temperature, the reaction mixture was filtered through celite (washed with ethyl acetate) and concentrated b...